This data is from the Open Reaction Database (ORD), a public repository of structured organic reaction records. The task is: describe an organic reaction: reactants, conditions, products, and yield The yield is 61.8%. Yields the product C(C)N(C(OCC=1C2=CC=CC=C2C=C2C=CC=CC12)=O)CC (9-anthrylmethyl N,N-diethylcarbamate). As a reaction SMILES: O.[Na].[CH:3]1[C:16]2[C:7](=[CH:8][C:9]3[C:14]([C:15]=2[CH2:17][OH:18])=[CH:13][CH:12]=[CH:11][CH:10]=3)[CH:6]=[CH:5][CH:4]=1.[CH2:19]([N:21]([CH2:25][CH3:26])[C:22](Cl)=[O:23])[CH3:20].CCCCCC>O1CCCC1>[CH2:19]([N:21]([CH2:25][CH3:26])[C:22](=[O:23])[O:18][CH2:17][C:15]1[C:14]2[C:9]([CH:8]=[C:7]3[C:16]=1[CH:3]=[CH:4][CH:5]=[CH:6]3)=[CH:10][CH:11]=[CH:12][CH:13]=2)[CH3:20] |f:0.1,^1:1|. Run at temperature 60 celsius, time 2 hour. Run in O1CCCC1 (tetrahydrofuran), O1CCCC1 (tetrahydrofuran), O1CCCC1 (tetrahydrofuran). Reported procedure: To the solution containing 1.6 g of 50% sodium hydrate (33 mmol) and 4 mL of dehydrated tetrahydrofuran (dehydrated THF), the solution dissolved 6.3 g of 9-anthracenemethanol (30 mmol; produced by Wako Pure Chemical Industries, Ltd.) into 26 mL of dehydrated tetrahydrofuran (dehydrated THF) was dropped. Then, after this solution of 4.5 g of N,N-diethylcarbamoyl chloride (33 mmol; produced by Sigma-Aldrich Japan Co.) in 4 mL of dehydrated tetrahydrofuran (dehydrated THF) was added, the solution w... The reactants are C1=CC=CC2=CC3=CC=CC=C3C(=C12)CO (9-anthracenemethanol), CCCCCC (n-hexane), O.[Na] (sodium hydrate), C(C)N(C(=O)Cl)CC (N,N-diethylcarbamoyl chloride). Starting materials: [H-].[Na+] (Sodium hydride), O (Water), C1(=CC=CC=C1)O (phenol), BrCCCCCCl (1-bromo-5-chloropentane). The solvent is CN(C=O)C (dimethylformamide). Product: O(C1=CC=CC=C1)CCCCCCl (5-phenoxypentyl chloride). Yield: 93.4%. Reaction SMILES: [H-].[Na+].[C:3]1([OH:9])[CH:8]=[CH:7][CH:6]=[CH:5][CH:4]=1.Br[CH2:11][CH2:12][CH2:13][CH2:14][CH2:15][Cl:16].O>CN(C)C=O>[O:9]([CH2:11][CH2:12][CH2:13][CH2:14][CH2:15][Cl:16])[C:3]1[CH:8]=[CH:7][CH:6]=[CH:5][CH:4]=1 |f:0.1|. Reported procedure: 60% Sodium hydride (1.4 g) was suspended in dimethylformamide (40 ml), and phenol (3 g) was added under ice-cooilng with stirring. The mixture was stirred at room temperature for 1 hr. The mixture was again ice-cooled, and 1-bromo-5-chloropentane (5.9 g) was added, which was followed by stirring at room temperature for 1.5 hr. Water was added to the reaction mixture and the mixture was extracted with ethyl acetate. The organic layer was washed with brine, dried and the solvent was evaporated und...